The task is: describe an organic reaction: reactants, conditions, products, and yield. This data is from the Open Reaction Database (ORD), a public repository of structured organic reaction records. The reactants are C(C)S[C@@H]1[C@H](C(N1C(C(=S)OCC1=CC=C(C=C1)[N+](=O)[O-])=C(C(C(C)(C)C)=O)SC1=CC=C(C=C1)C)=O)[C@@H](C)O (4-nitrobenzyl 2-[4(R)-ethylthio-3(S)-{1(R)-hydroxyethyl}-azetidin-2-on-1-yl]-3-(4-methylthiophenoxy)-3-trimethylacetylthio-propenate), ClCl (chlorine). Solvent: ClCCl (dichloromethane), C(Cl)(Cl)(Cl)Cl (carbon tetrachloride). Product: Cl[C@@H]1[C@H](C(N1C(C(=S)OCC1=CC=C(C=C1)[N+](=O)[O-])=C(C(C(C)(C)C)=O)SC1=CC=C(C=C1)C)=O)[C@@H](C)O (4-Nitrobenzyl 2-[4(R)-chloro-3(S)-{1(R)-hydroxyethyl}azetidin-2-on-1-yl]-3-(4-methylthiophenoxy)-3-trimethylacetylthio-propenate). Yield: 71.5%. Reaction SMILES: C(S[C@H:4]1[N:7]([C:8](=[C:22]([S:29][C:30]2[CH:35]=[CH:34][C:33]([CH3:36])=[CH:32][CH:31]=2)[C:23](=[O:28])[C:24]([CH3:27])([CH3:26])[CH3:25])[C:9]([O:11][CH2:12][C:13]2[CH:18]=[CH:17][C:16]([N+:19]([O-:21])=[O:20])=[CH:15][CH:14]=2)=[S:10])[C:6](=[O:37])[C@@H:5]1[C@H:38]([OH:40])[CH3:39])C.[Cl:41]Cl>ClCCl.C(Cl)(Cl)(Cl)Cl>[Cl:41][C@H:4]1[N:7]([C:8](=[C:22]([S:29][C:30]2[CH:35]=[CH:34][C:33]([CH3:36])=[CH:32][CH:31]=2)[C:23](=[O:28])[C:24]([CH3:27])([CH3:26])[CH3:25])[C:9]([O:11][CH2:12][C:13]2[CH:18]=[CH:17][C:16]([N+:19]([O-:21])=[O:20])=[CH:15][CH:14]=2)=[S:10])[C:6](=[O:37])[C@@H:5]1[C@H:38]([OH:40])[CH3:39]. Procedure details: To a stirred solution of 1 g of 4-nitrobenzyl 2-[4(R)-ethylthio-3(S)-{1(R)-hydroxyethyl}-azetidin-2-on-1-yl]-3-(4-methylthiophenoxy)-3-trimethylacetylthio-propenate in dichloromethane at -40° was added a solution of 1.6 mmol of chlorine in carbon tetrachloride. After 30 minutes the reaction was warmed to room temperature and evaporated to dryness. Chromatography over silica gel and elution with hexane-ethyl acetate mixtures afforded the title compound as a pale yellow foam (0.66 g, 68%). Reactants: C([O-])([O-])=O.[Na+].[Na+] (sodium carbonate), ClC1=NC=2N(C=C1C1=CC=CC=C1)N=C(N2)C (5-chloro-2-methyl-6-phenyl[1,2,4]triazolo[1,5-a]pyrimidine), C(=O)C1=CC=C(C=C1)B(O)O (4-formylphenylboronic acid). The reagents and catalysts are C1=CC=C(C=C1)P([C-]2C=CC=C2)C3=CC=CC=C3.C1=CC=C(C=C1)P([C-]2C=CC=C2)C3=CC=CC=C3.Cl[Pd]Cl.[Fe+2] (dichloro[1,1′-bis(diphenylphosphino)ferrocene]palladium). Solvent: O (water), ClCCl (dichloromethane), COCCOC (1,2-dimethoxyethane). Conditions: temperature 90 celsius. Product: CC1=NN2C(N=C(C(=C2)C2=CC=CC=C2)C2=CC=C(C=O)C=C2)=N1 (4-(2-methyl-6-phenyl[1,2,4]triazolo[1,5-a]pyrimidin-5-yl)benzaldehyde). RXN SMILES: Cl[C:2]1[C:7]([C:8]2[CH:13]=[CH:12][CH:11]=[CH:10][CH:9]=2)=[CH:6][N:5]2[N:14]=[C:15]([CH3:17])[N:16]=[C:4]2[N:3]=1.[CH:18]([C:20]1[CH:25]=[CH:24][C:23](B(O)O)=[CH:22][CH:21]=1)=[O:19].C(=O)([O-])[O-].[Na+].[Na+]>COCCOC.O.ClCCl.C1C=CC(P(C2C=CC=CC=2)[C-]2C=CC=C2)=CC=1.C1C=CC(P(C2C=CC=CC=2)[C-]2C=CC=C2)=CC=1.Cl[Pd]Cl.[Fe+2]>[CH3:17][C:15]1[N:16]=[C:4]2[N:3]=[C:2]([C:23]3[CH:24]=[CH:25][C:20]([CH:18]=[O:19])=[CH:21][CH:22]=3)[C:7]([C:8]3[CH:13]=[CH:12][CH:11]=[CH:10][CH:9]=3)=[CH:6][N:5]2[N:14]=1 |f:2.3.4,8.9.10.11|. Reported procedure: To a mixture of 6.90 g 5-chloro-2-methyl-6-phenyl[1,2,4]triazolo[1,5-a]pyrimidine and 4.65 g 4-formylphenylboronic acid in 100 ml 1,2-dimethoxyethane are added 55 ml of a 10% w/w sodium carbonate solution and 1.03 g dichloro[1,1′-bis(diphenylphosphino)ferrocene]palladium (II). The resulting mixture is heated to 90° C. under an inert gas atmosphere for 18 h. The work up is performed by diluting the reaction mixture with water and dichloromethane, separating the phases and extraction of the aqueou... Reactants: Stainless Steel, C(CCC)[Li] (normal-butyllithium), CC(=C)C1=CC=CC=C1 (α-methylstyrene), CC(=C)C1=CC=CC=C1 (α-methylstyrene), CC(=C)C1=CC=CC=C1.C=CC1=CC=CC=C1 (styrene α-methylstyrene), CC(=C)C1=CC=CC=C1 (α-methylstyrene), C1(=CC=CC=C1)C#C (phenylacetylene), C(CCC)[Li] (normal-butyllithium). Run in C(C)C1=CC=CC=C1 (ethylbenzene), C(C)O (ethanol), C(C)C1=CC=CC=C1 (ethylbenzene). Conditions: temperature 95 celsius. Yields the product C=CC1=CC=CC=C1 (styrene), CC(=C)C1=CC=CC=C1 (α-methylstyrene). Reaction SMILES: [CH3:1][C:2]([C:4]1[CH:9]=[CH:8][CH:7]=[CH:6][CH:5]=1)=C.C1(C#C)C=CC=CC=1.C([Li])CCC.[CH3:23][C:24]([C:26]1[CH:31]=[CH:30][CH:29]=[CH:28][CH:27]=1)=[CH2:25].C=CC1C=CC=CC=1>C(C1C=CC=CC=1)C.C(O)C>[CH2:1]=[CH:2][C:4]1[CH:9]=[CH:8][CH:7]=[CH:6][CH:5]=1.[CH3:25][C:24]([C:26]1[CH:31]=[CH:30][CH:29]=[CH:28][CH:27]=1)=[CH2:23] |f:3.4|. Reported procedure: Copolymers of styrene and α-methylstyrene are prepared by anionic polymerization substantially according to the following process steps. A feed stream comprising α-methylstyrene, phenylacetylene free styrene and ethylbenzene solvent is distilled and contacted with an alumina bed to remove water, oxygen and benzaldehyde impurities. The purified feed stream is pumped to a 2-liter Paar reactor, equipped with a hollow auger agitator, the hollow auger comprising a cylinder slightly shorter in length ... The reactants are BrB(Br)Br, CCOc1nc2c(N)nc3cccnc3c2n1Cc1ccccc1, CC#N, ClCCl. Product: Nc1nc2cccnc2c2c1nc(O)n2Cc1ccccc1. Reaction SMILES: [B:25]([Br:26])([Br:27])[Br:28].[CH2:1]([c:2]1[cH:3][cH:4][cH:5][cH:6][cH:7]1)[n:8]1[c:9]([O:22][CH2:23][CH3:24])[n:10][c:11]2[c:12]([NH2:21])[n:13][c:14]3[cH:15][cH:16][cH:17][n:18][c:19]3[c:20]12.[CH3:29][C:30]#[N:31].[Cl:32][CH2:33][Cl:34]>>[CH2:1]([c:2]1[cH:3][cH:4][cH:5][cH:6][cH:7]1)[n:8]1[c:9]([OH:22])[n:10][c:11]2[c:12]([NH2:21])[n:13][c:14]3[cH:15][cH:16][cH:17][n:18][c:19]3[c:20]12.